Dataset: the Open Reaction Database (ORD), a public repository of structured organic reaction records. Task: describe an organic reaction: reactants, conditions, products, and yield Reactants: C(C)OC(=O)C1=C(NC=C1C)CC(NCCN1CCOCC1)=O (4-methyl-2-[(2-morpholin-4-yl-ethylcarbamoyl)-methyl]-1H-pyrrole-3-carboxylic acid ethyl ester), [OH-].[Na+] (sodium hydroxide), O (water), Cl (hydrochloric acid). Run in O1CCCC1 (tetrahydrofuran), O1CCCC1 (tetrahydrofuran). Conditions: time 1 hour. The product is C(C)OC(=O)C1=C(NC=C1C)CCNCCN1CCOCC1 (4-methyl-2-[2-(2-morpholin-4-yl-ethylamino)-ethyl]-1H-pyrrole-3-carboxylic acid ethyl ester). The yield is 92.2%. As a reaction SMILES: [CH2:1]([O:3][C:4]([C:6]1[C:10]([CH3:11])=[CH:9][NH:8][C:7]=1[CH2:12][C:13](=O)[NH:14][CH2:15][CH2:16][N:17]1[CH2:22][CH2:21][O:20][CH2:19][CH2:18]1)=[O:5])[CH3:2].O.Cl.[OH-].[Na+]>O1CCCC1>[CH2:1]([O:3][C:4]([C:6]1[C:10]([CH3:11])=[CH:9][NH:8][C:7]=1[CH2:12][CH2:13][NH:14][CH2:15][CH2:16][N:17]1[CH2:22][CH2:21][O:20][CH2:19][CH2:18]1)=[O:5])[CH3:2] |f:3.4|. Procedure: A stirred solution of 4-methyl-2-[(2-morpholin-4-yl-ethylcarbamoyl)-methyl]-1H-pyrrole-3-carboxylic acid ethyl ester (3.48 g, 10.8 mmol) in anhydrous tetrahydrofuran (20 ml) was added dropwise slowly with 1M borane-tetrahydrofuran complex in tetrahydrofuran (32.4 ml, 32.4 mmol) under an argon atmosphere. Upon completion of the addition, the mixture was stirred for 1 hour at room temperature and heated to reflux for another 5 hours. The resulting mixture was added with cold water (5 ml) and 1N hy...